From a dataset of the Open Reaction Database (ORD), a public repository of structured organic reaction records. describe an organic reaction: reactants, conditions, products, and yield The reactants are C([O-])(O)=O.[Na+] (sodium bicarbonate), BrC=1C=C2C=CC(=CC2=CC1)O (6-bromo-2-naphthol), CC(C)(C)[Si](C)(C)Cl (TBDMS-Cl), N1C=NC=C1 (imidazole). Run in CN(C)C=O (DMF). Run at time 3 hour. The product is C(C)(C)(C)[Si](C)(C)OC1=CC2=CC=C(C=C2C=C1)Br (Tert-butyl[(6-bromo-2-naphthyl)oxy]dimethylsilane). Isolated yield 96.3%. Reaction SMILES: [Br:1][C:2]1[CH:3]=[C:4]2[C:9](=[CH:10][CH:11]=1)[CH:8]=[C:7]([OH:12])[CH:6]=[CH:5]2.[CH3:13][C:14]([Si:17](Cl)([CH3:19])[CH3:18])([CH3:16])[CH3:15].N1C=CN=C1.C(=O)(O)[O-].[Na+]>CN(C=O)C>[C:14]([Si:17]([O:12][C:7]1[CH:6]=[CH:5][C:4]2[C:9](=[CH:10][CH:11]=[C:2]([Br:1])[CH:3]=2)[CH:8]=1)([CH3:19])[CH3:18])([CH3:16])([CH3:15])[CH3:13] |f:3.4|. Reported procedure: To a solution of 6-bromo-2-naphthol (13.68 g, 61.33 mmol) and TBDMS-Cl (11.09 g, 73.6 mmol) in DMF (50 mL) was added imidazole (10.2 g, 150 mmol). The solution was stirred for 3 hr, mixed with sodium bicarbonate solution (250 mL), and extracted with 50% ethyl acetate-hexanes (3×250 mL). The combined organic layers were washed with water, dried over magnesium sulfate, filtered and evaporation of the solvent yielded a tan oil which was dried under vacuum to yield 19.92 g (97%) of the title compoun... The reactants are FC(C=1C=C(C=O)C=CC1)(F)F (3-(trifluoromethyl)benzaldehyde), CC(C(C(=O)N[C@H]1CC[C@@H]2CNC[C@@H]21)C2=CC=CC=C2)C (3-Methyl-N-[(3aR,4S,6aS)-octahydrocyclopenta[c]pyrrol-4-yl]-2-phenylbutanamide), C1(CCCCC1)C(C(=O)N[C@H]1CC[C@H]2CNC[C@H]21)C2CCCCC2 (2,2-dicyclohexyl-N-[(3aS,4S,6aR)-octahydrocyclopenta[c]pyrrol-4-yl]acetamide). Product: CC(C(C(=O)N[C@H]1CC[C@@H]2CN(C[C@@H]21)CC2=C(C=CC=C2)C(F)(F)F)C2=CC=CC=C2)C (3-methyl-2-phenyl-N-{(3aR,4S,6aS)-2-[2-(trifluoromethyl)benzyl]octahydrocyclopenta[c]pyrrol-4-yl}butanamide). As a reaction SMILES: [F:1][C:2]([F:12])([F:11])[C:3]1[CH:4]=[C:5]([CH:8]=[CH:9][CH:10]=1)C=O.[CH3:13][CH:14]([CH3:33])[CH:15]([C:27]1[CH:32]=[CH:31][CH:30]=[CH:29][CH:28]=1)[C:16]([NH:18][C@@H:19]1[C@@H:26]2[C@@H:22]([CH2:23][NH:24][CH2:25]2)[CH2:21][CH2:20]1)=[O:17].[CH:34]1(C(C2CCCCC2)C(N[C@@H]2[C@H]3[C@H](CNC3)CC2)=O)CCCCC1>>[CH3:13][CH:14]([CH3:33])[CH:15]([C:27]1[CH:28]=[CH:29][CH:30]=[CH:31][CH:32]=1)[C:16]([NH:18][C@@H:19]1[C@@H:26]2[C@@H:22]([CH2:23][N:24]([CH2:34][C:4]3[CH:5]=[CH:8][CH:9]=[CH:10][C:3]=3[C:2]([F:1])([F:11])[F:12])[CH2:25]2)[CH2:21][CH2:20]1)=[O:17]. Procedure details: The title compound was prepared by substituting 2-(trifluoromethyl)benzaldehyde for 3-(trifluoromethyl)benzaldehyde and 3-methyl-N-[(3aR,4S,6aS)-octahydrocyclopenta[c]pyrrol-4-yl]-2-phenylbutanamide from Example 83 Step A for 2,2-dicyclohexyl-N-[(3aS,4S,6aR)-octahydrocyclopenta[c]pyrrol-4-yl]acetamide in the procedure described for Example 54: 1H NMR (500 MHz, pyridine-d5) δ ppm 8.61 (d, J=6.0, 1H), 7.93 (d, J=7.6, 0.5H), 7.85 (d, J=7.8, 0.5H), 7.63 (t, J=5.8, 3H), 7.53 (dd, J=7.9, 16.0, 1H), 7....